Dataset: the Open Reaction Database (ORD), a public repository of structured organic reaction records. Task: describe an organic reaction: reactants, conditions, products, and yield Starting materials: CC(C)C[AlH]CC(C)C, Cc1ccccc1, CCOC(=O)c1cncc(F)c1. Product: O=Cc1cncc(F)c1. As a reaction SMILES: [CH3:13][CH:14]([CH2:15][AlH:16][CH2:17][CH:18]([CH3:19])[CH3:20])[CH3:21].[CH3:22][c:23]1[cH:24][cH:25][cH:26][cH:27][cH:28]1.[F:1][c:2]1[cH:3][n:4][cH:5][c:6]([C:7](=[O:8])[O:9][CH2:10][CH3:11])[cH:12]1>>[F:1][c:2]1[cH:3][n:4][cH:5][c:6]([CH:7]=[O:8])[cH:12]1. Starting materials: FC(C=1C=C(N)C=CC1)(F)F (m-Trifluoromethyl aniline), C=C1CC(=O)O1 (diketene). Run in C1=CC=CC=C1 (benzene), C1=CC=CC=C1 (benzene). The product is FC(C=1C=C(NC(CC(=O)C)=O)C=CC1)(F)F (3'-trifluoromethyl acetoacetanilide). As a reaction SMILES: [F:1][C:2]([F:11])([F:10])[C:3]1[CH:4]=[C:5]([CH:7]=[CH:8][CH:9]=1)[NH2:6].[CH2:12]=[C:13]1[O:17][C:15](=[O:16])[CH2:14]1>C1C=CC=CC=1>[F:1][C:2]([F:10])([F:11])[C:3]1[CH:4]=[C:5]([CH:7]=[CH:8][CH:9]=1)[NH:6][C:15](=[O:16])[CH2:14][C:13]([CH3:12])=[O:17]. Procedure details: m-Trifluoromethyl aniline (32.22 g) in benzene was dissolved in benzene and diketene added slowly with mixing. The reaction mixture was allowed to stand at 25° C. The resulting solid product was recrystallized from ethanol to yield 3'-trifluoromethyl acetoacetanilide. Product: COC(=O)c1ccc(OCCCON=Cc2cn(Cc3ccccc3)c3ccccc23)cc1NC(=O)c1ccc(C(C)(C)C)cc1. RXN SMILES: [CH3:1][O:2][C:3]([c:4]1[c:5]([NH:11][C:12]([c:13]2[cH:14][cH:15][c:16]([C:19]([CH3:20])([CH3:21])[CH3:22])[cH:17][cH:18]2)=[O:23])[cH:6][c:7]([OH:10])[cH:8][cH:9]1)=[O:24].[O:67]=[C:68]([O:69][CH:70]([CH3:71])[CH3:72])[N:73]=[N:74][C:75]([O:76][CH:77]([CH3:78])[CH3:79])=[O:80].[O:81]1[CH2:82][CH2:83][CH2:84][CH2:85]1.[OH:25][CH2:26][CH2:27][CH2:28][O:29][N:30]=[CH:31][c:32]1[cH:33][n:34]([CH2:41][c:42]2[cH:43][cH:44][cH:45][cH:46][cH:47]2)[c:35]2[cH:36][cH:37][cH:38][cH:39][c:40]12.[c:48]1([P:49]([c:50]2[cH:51][cH:52][cH:53][cH:54][cH:55]2)[c:56]2[cH:57][cH:58][cH:59][cH:60][cH:61]2)[cH:62][cH:63][cH:64][cH:65][cH:66]1>>[CH3:1][O:2][C:3]([c:4]1[c:5]([NH:11][C:12]([c:13]2[cH:14][cH:15][c:16]([C:19]([CH3:20])([CH3:21])[CH3:22])[cH:17][cH:18]2)=[O:23])[cH:6][c:7]([O:10][CH2:26][CH2:27][CH2:28][O:29][N:30]=[CH:31][c:32]2[cH:33][n:34]([CH2:41][c:42]3[cH:43][cH:44][cH:45][cH:46][cH:47]3)[c:35]3[cH:36][cH:37][cH:38][cH:39][c:40]23)[cH:8][cH:9]1)=[O:24]. Reactants: COC(=O)c1ccc(O)cc1NC(=O)c1ccc(C(C)(C)C)cc1, CC(C)OC(=O)N=NC(=O)OC(C)C, C1CCOC1, OCCCON=Cc1cn(Cc2ccccc2)c2ccccc12, c1ccc(P(c2ccccc2)c2ccccc2)cc1. The reactants are COc1cc(Cl)c(-c2nc(-c3ncnn3C(C)C)cn2CCO)cn1, [H-], [Na+], CN(C)C=O. The product is COc1cc2c(cn1)-c1nc(-c3ncnn3C(C)C)cn1CCO2. RXN SMILES: [Cl:1][c:2]1[c:3](-[c:10]2[n:11]([CH2:23][CH2:24][OH:25])[cH:12][c:13](-[c:15]3[n:16]([CH:20]([CH3:21])[CH3:22])[n:17][cH:18][n:19]3)[n:14]2)[cH:4][n:5][c:6]([O:8][CH3:9])[cH:7]1.[H-:26].[Na+:27].[O:28]=[CH:29][N:30]([CH3:31])[CH3:32]>>[c:2]12[c:3]([cH:4][n:5][c:6]([O:8][CH3:9])[cH:7]1)-[c:10]1[n:11]([cH:12][c:13](-[c:15]3[n:16]([CH:20]([CH3:21])[CH3:22])[n:17][cH:18][n:19]3)[n:14]1)[CH2:23][CH2:24][O:25]2. The reactants are [Cl-].[NH4+] (ammonium chloride), CN1C=C(C2=CC=CC=C12)C=1C(OC(C1C1=CNC2=CC=CC=C12)=O)=O (3-(1-Methyl-indol-3-yl)-4-(indol-3-yl)-furan-2,5-dione), [H-].[Na+] (sodium hydrid), BrCC1=CC(=C(COC(C)=O)C=C1)OCOCC[Si](C)(C)C (acetic acid 4-bromomethyl-2-(2-(trimethylsilyl)ethoxymethoxy)benzyl ester). The solvent is O (water), C(C)(=O)OCC (ethyl acetate), CN(C=O)C (dimethylformamide). Reaction conditions: time 20 minute. Yields the product C(C)(=O)OCC1=C(C=C(CN2C=C(C3=CC=CC=C23)C=2C(OC(C2C2=CN(C3=CC=CC=C23)C)=O)=O)C=C1)OCOCC[Si](C)(C)C (3-[1-(4-acetoxymethyl-3-(2-(trimethylsilyl)ethoxymethoxy)benzyl)-indol-3-yl]-4-(1-methyl-indol-3-yl)furan-2,5-dione). Reaction SMILES: [CH3:1][N:2]1[C:10]2[C:5](=[CH:6][CH:7]=[CH:8][CH:9]=2)[C:4]([C:11]2[C:12](=[O:26])[O:13][C:14](=[O:25])[C:15]=2[C:16]2[C:24]3[C:19](=[CH:20][CH:21]=[CH:22][CH:23]=3)[NH:18][CH:17]=2)=[CH:3]1.[H-].[Na+].Br[CH2:30][C:31]1[CH:41]=[CH:40][C:34]([CH2:35][O:36][C:37](=[O:39])[CH3:38])=[C:33]([O:42][CH2:43][O:44][CH2:45][CH2:46][Si:47]([CH3:50])([CH3:49])[CH3:48])[CH:32]=1.[Cl-].[NH4+]>CN(C)C=O.O.C(OCC)(=O)C>[C:37]([O:36][CH2:35][C:34]1[CH:40]=[CH:41][C:31]([CH2:30][N:18]2[C:19]3[C:24](=[CH:23][CH:22]=[CH:21][CH:20]=3)[C:16]([C:15]3[C:14](=[O:25])[O:13][C:12](=[O:26])[C:11]=3[C:4]3[C:5]4[C:10](=[CH:9][CH:8]=[CH:7][CH:6]=4)[N:2]([CH3:1])[CH:3]=3)=[CH:17]2)=[CH:32][C:33]=1[O:42][CH2:43][O:44][CH2:45][CH2:46][Si:47]([CH3:50])([CH3:49])[CH3:48])(=[O:39])[CH3:38] |f:1.2,4.5|. Reported procedure: 3-(1-Methyl-indol-3-yl)-4-(indol-3-yl)-furan-2,5-dione (2.21 g, 0.61 mmol) and sodium hydrid (55-60% dispersion in oil, 0.031 g, 0.76 mmol) were dissolved in dry dimethylformamide and stirred for 20 minutes at ambient temperature before adding acetic acid 4-bromomethyl-2-(2-(trimethylsilyl)ethoxymethoxy)benzyl ester (0.25 g, 0.64 mmol). The reaction was allowed to proceed for 20 hours before adding ethyl acetate (20 mL), water (5 mL) and saturated aqueous ammonium chloride (5 mL). The phases wer... Starting materials: Cl (hydrochloric acid), ClC1=C(OC2=NSN=C2O)C=C(C(=C1)F)N1C(N(C(=CC1=O)C(F)(F)F)C)=O (3-{2-chloro-4-fluoro-5-[3-methyl-2,6-dioxo-4-(trifluoromethyl)-1,2,3,6-tetrahydropyrimidin-1-yl]phenoxy}-4-hydroxy-1,2,5-thiadiazole), BrC(C(=O)OC)C (methyl 2-bromopropionate), C([O-])([O-])=O.[K+].[K+] (potassium carbonate). Run in CN(C=O)C (N,N-dimethylformamide). Reaction conditions: time 3 hour. Product: ClC1=C(OC2=NSN=C2OC(C)C(=O)OC)C=C(C(=C1)F)N1C(N(C(=CC1=O)C(F)(F)F)C)=O (3-{2-chloro-4-fluoro-5-[3-methyl-2,6-dioxo-4-(trifluoromethyl)-1,2,3,6-tetrahydropyrimidin-1-yl]phenoxy}-4-[1-(methoxycarbonyl)ethoxyl]-1,2,5-thiadiazole). Isolated yield 71.1%. RXN SMILES: [Cl:1][C:2]1[CH:14]=[C:13]([F:15])[C:12]([N:16]2[C:21](=[O:22])[CH:20]=[C:19]([C:23]([F:26])([F:25])[F:24])[N:18]([CH3:27])[C:17]2=[O:28])=[CH:11][C:3]=1[O:4][C:5]1[C:9]([OH:10])=[N:8][S:7][N:6]=1.Br[CH:30]([CH3:35])[C:31]([O:33][CH3:34])=[O:32].C(=O)([O-])[O-].[K+].[K+].Cl>CN(C)C=O>[Cl:1][C:2]1[CH:14]=[C:13]([F:15])[C:12]([N:16]2[C:21](=[O:22])[CH:20]=[C:19]([C:23]([F:24])([F:25])[F:26])[N:18]([CH3:27])[C:17]2=[O:28])=[CH:11][C:3]=1[O:4][C:5]1[C:9]([O:10][CH:30]([C:31]([O:33][CH3:34])=[O:32])[CH3:35])=[N:8][S:7][N:6]=1 |f:2.3.4|. Reported procedure: 200 mg of 3-{2-chloro-4-fluoro-5-[3-methyl-2,6-dioxo-4-(trifluoromethyl)-1,2,3,6-tetrahydropyrimidin-1-yl]phenoxy}-4-hydroxy-1,2,5-thiadiazole and 150 mg of methyl 2-bromopropionate were dissolved in 10 ml of N,N-dimethylformamide, to this was added 100 mg of potassium carbonate, and the mixture was stirred for 3 hours at room temperature. This reaction solution was poured into dilute hydrochloric acid, and extracted with ethyl acetate. The organic layer was washed with water, then, saturated sa...